From a dataset of the Open Reaction Database (ORD), a public repository of structured organic reaction records. describe an organic reaction: reactants, conditions, products, and yield Starting materials: [BH4-], CCO, Nc1cc(-n2ccc(C=O)c2)ccc1[N+](=O)[O-], [Na+]. The product is Nc1cc(-n2ccc(CO)c2)ccc1[N+](=O)[O-]. Reaction SMILES: [BH4-:18].[CH3:20][CH2:21][OH:22].[NH2:1][c:2]1[cH:3][c:4](-[n:11]2[cH:12][c:13]([CH:16]=[O:17])[cH:14][cH:15]2)[cH:5][cH:6][c:7]1[N+:8](=[O:9])[O-:10].[Na+:19]>>[NH2:1][c:2]1[cH:3][c:4](-[n:11]2[cH:12][c:13]([CH2:16][OH:17])[cH:14][cH:15]2)[cH:5][cH:6][c:7]1[N+:8](=[O:9])[O-:10]. Starting materials: [F-].[K+] (potassiumfluoride), O (water), ClC=1C=C(C=CC1Cl)C1=NC(=NC(=C1)C)N1C=NC(=C1)[Sn](CCCC)(CCCC)CCCC (4-(3,4-dichloro-phenyl)-6-methyl-2-(4-tributylstannanyl-imidazol-1-yl)-pyrimidine), C(C)(C)(C)NS(=O)(=O)C1=CN=C(S1)Cl (2-chloro-thiazole-5-sulfonic acid tert-butylamide), tetrakis(triphenyl-phosphine)palladium. Run in C1(=CC=CC=C1)C (toluene). Yields the product C(C)(C)(C)NS(=O)(=O)C1=CN=C(S1)C=1N=CN(C1)C1=NC(=CC(=N1)C1=CC(=C(C=C1)Cl)Cl)C (N-tert-butyl-2-{1-[4-(3,4-dichloro-phenyl)-6-methyl-pyrimidin-2-yl]-1H-imidazol-4-yl}-thiazole-5-sulfonamide). The yield is 47.2%. RXN SMILES: [Cl:1][C:2]1[CH:3]=[C:4]([C:9]2[CH:14]=[C:13]([CH3:15])[N:12]=[C:11]([N:16]3[CH:20]=[C:19]([Sn](CCCC)(CCCC)CCCC)[N:18]=[CH:17]3)[N:10]=2)[CH:5]=[CH:6][C:7]=1[Cl:8].[C:34]([NH:38][S:39]([C:42]1[S:46][C:45](Cl)=[N:44][CH:43]=1)(=[O:41])=[O:40])([CH3:37])([CH3:36])[CH3:35].[F-].[K+].O>C1(C)C=CC=CC=1>[C:34]([NH:38][S:39]([C:42]1[S:46][C:45]([C:19]2[N:18]=[CH:17][N:16]([C:11]3[N:10]=[C:9]([C:4]4[CH:5]=[CH:6][C:7]([Cl:8])=[C:2]([Cl:1])[CH:3]=4)[CH:14]=[C:13]([CH3:15])[N:12]=3)[CH:20]=2)=[N:44][CH:43]=1)(=[O:40])=[O:41])([CH3:37])([CH3:35])[CH3:36] |f:2.3|. Procedure: A stirred mixture of 4-(3,4-dichloro-phenyl)-6-methyl-2-(4-tributylstannanyl-imidazol-1-yl)-pyrimidine (Example G.4) (0.55 g, 0.93 mmol), 2-chloro-thiazole-5-sulfonic acid tert-butylamide (Example H.1) (0.26 g, 1.0 mmol), tetrakis(triphenyl-phosphine)palladium (0.064 g, 0.055 mmol) in toluene (10 mL) was heated under reflux conditions for 15 h. The mixture was poured into saturated potassiumfluoride solution (10 mL), water (40 mL) was added and the water layer was extracted with ethyl acetate (2... Reactants: COc1cc(OC)c(CN(OCc2ccccc2)C(=O)CCC(Cc2ccc(C(=O)O)cc2)(C(=O)O)C(=O)O)c(OC)c1, CS(C)=O. Yields the product COc1cc(OC)c(CN(OCc2ccccc2)C(=O)CCC(Cc2ccc(C(=O)O)cc2)C(=O)O)c(OC)c1. As a reaction SMILES: [CH2:1]([c:2]1[cH:3][cH:4][cH:5][cH:6][cH:7]1)[O:8][N:9]([C:10]([CH2:11][CH2:12][C:13]([C:14](=[O:15])[OH:16])([C:17]([OH:18])=[O:19])[CH2:20][c:21]1[cH:22][cH:23][c:24]([C:27](=[O:28])[OH:29])[cH:25][cH:26]1)=[O:30])[CH2:31][c:32]1[c:33]([O:42][CH3:43])[cH:34][c:35]([O:40][CH3:41])[cH:36][c:37]1[O:38][CH3:39].[CH3:44][S:45]([CH3:46])=[O:47]>>[CH2:1]([c:2]1[cH:3][cH:4][cH:5][cH:6][cH:7]1)[O:8][N:9]([C:10]([CH2:11][CH2:12][CH:13]([C:14](=[O:15])[OH:16])[CH2:20][c:21]1[cH:22][cH:23][c:24]([C:27](=[O:28])[OH:29])[cH:25][cH:26]1)=[O:30])[CH2:31][c:32]1[c:33]([O:42][CH3:43])[cH:34][c:35]([O:40][CH3:41])[cH:36][c:37]1[O:38][CH3:39]. Reactants: C(CCC)[Li] (butyllithium), hexamethyldisilazene, C(=S)=S (Carbon disulphide), CSC1CC(N1CC(=O)OCC1=CC=C(C=C1)[N+](=O)[O-])=O (p-nitrobenzyl (4-methylthio-2-azetidinon-1-yl)acetate), ICC=O (iodoacetaldehyde). Solvent: C(C)(=O)O (acetic acid), C(C)(=O)OCC (ethyl acetate), CCCCCC (hexane), O1CCCC1 (tetrahydrofuran), O1CCCC1 (tetrahydrofuran), O1CCCC1 (tetrahydrofuran). Run at temperature -78 celsius, time 30 minute. Yields the product OC1SC(SC1)=C(C(=O)OCC1=CC=C(C=C1)[N+](=O)[O-])N1C(CC1SC)=O (p-Nitrobenzyl 2-(4-hydroxy-1,3-dithiolan-2-ylidene)-2-(4-methylthio-2-azetidinon-1-yl)acetate). RXN SMILES: C([Li])CCC.[CH3:6][S:7][CH:8]1[N:11]([CH2:12][C:13]([O:15][CH2:16][C:17]2[CH:22]=[CH:21][C:20]([N+:23]([O-:25])=[O:24])=[CH:19][CH:18]=2)=[O:14])[C:10](=[O:26])[CH2:9]1.[C:27](=[S:29])=[S:28].I[CH2:31][CH:32]=[O:33]>CCCCCC.O1CCCC1.C(O)(=O)C.C(OCC)(=O)C>[OH:33][CH:32]1[CH2:31][S:29][C:27](=[C:12]([N:11]2[CH:8]([S:7][CH3:6])[CH2:9][C:10]2=[O:26])[C:13]([O:15][CH2:16][C:17]2[CH:22]=[CH:21][C:20]([N+:23]([O-:25])=[O:24])=[CH:19][CH:18]=2)=[O:14])[S:28]1. Procedure: A solution of butyllithium in hexane (2.4 ml, 1.63 mmoles/ml) was added to a solution of hexamethyldisilazene (740 μl) in tetrahydrofuran (12 ml) at room temperature, and then the mixture was stirred for 30 minutes. The solution was cooled to -78° C. and a solution of p-nitrobenzyl (4-methylthio-2-azetidinon-1-yl)acetate (620 mg) in tetrahydrofuran (5 ml) was added thereto, and the mixture was stirred for 10 minutes. Carbon disulphide (181 μl) was added to the resulting mixture, which was then s... Starting materials: COC=1C=C2C(=CC=NC2=CC1OC)OC=1C(=NC(=CC1)C)C=1C=NNC1 (6,7-Dimethoxy-4-[6-methyl-2-(1H-pyrazol-4-yl)-pyridin-3-yloxy]-quinoline), CI (Methyl iodide), O (Water), COC=1C=C2C(=CC=NC2=CC1OC)OC=1C(=NC(=CC1)C)C=1C=NNC1 (6,7-Dimethoxy-4-[6-methyl-2-(1H-pyrazol-4-yl)-pyridin-3-yloxy]-quinoline), [H-].[Na+] (sodium hydride). Run in CN(C=O)C (N,N-dimethylformamide). Reaction conditions: time 30 minute. Product: COC=1C=C2C(=CC=NC2=CC1OC)OC=1C(=NC(=CC1)C)C=1C=NN(C1)C (6,7-Dimethoxy-4-[6-methyl-2-(1-methyl-1H-pyrazol-4-yl)-pyridin-3-yloxy]-quinoline). Isolated yield 73.8%. RXN SMILES: [CH3:1][O:2][C:3]1[CH:4]=[C:5]2[C:10](=[CH:11][C:12]=1[O:13][CH3:14])[N:9]=[CH:8][CH:7]=[C:6]2[O:15][C:16]1[C:17]([C:23]2[CH:24]=[N:25][NH:26][CH:27]=2)=[N:18][C:19]([CH3:22])=[CH:20][CH:21]=1.[H-].[Na+].[CH3:30]I.O>CN(C)C=O>[CH3:1][O:2][C:3]1[CH:4]=[C:5]2[C:10](=[CH:11][C:12]=1[O:13][CH3:14])[N:9]=[CH:8][CH:7]=[C:6]2[O:15][C:16]1[C:17]([C:23]2[CH:24]=[N:25][N:26]([CH3:30])[CH:27]=2)=[N:18][C:19]([CH3:22])=[CH:20][CH:21]=1 |f:1.2|. Procedure details: 6,7-Dimethoxy-4-[6-methyl-2-(1H-pyrazol-4-yl)-pyridin-3-yloxy]-quinoline (compound 434) (30 mg) was suspended in N,N-dimethylformamide (1 ml), 60% sodium hydride (9.9 mg) was added to the suspension, and the mixture was then stirred for 30 min. Methyl iodide (18 mg) was added to the reaction solution, and the mixture was stirred for one hr. Water was added to the reaction solution to stop the reaction, and the mixture was extracted with ethyl acetate. The ethyl acetate layer was washed with wate... Reactants: N(=O)[O-].[Na+] (Sodium nitrite), NC1=C2C(C(=C(C(C2=CC=C1)=O)OC)OC)=O (5-amino-2,3-dimethoxy-1,4-naphthoquinone), O1CCCC1 (tetrahydrofuran), ice, [OH-].[K+] (potassium hydroxide), C([O-])([O-])=O.[Na+].[Na+] (sodium carbonate), C1(=CC=CC=C1)S (thiophenol). The solvent is C(C)(=O)OCC (ethyl acetate), Cl (hydrochloric acid), O (water). Run at temperature 5 celsius, time 10 minute. Yields the product COC=1C(C2=CC=CC(=C2C(C1OC)=O)C1=CC=CC=C1)=S (2,3-dimethoxy-5-phenylthio-1,4-naphthoquinone). Reaction SMILES: N([O-])=O.[Na+].N[C:6]1[CH:15]=[CH:14][CH:13]=[C:12]2[C:7]=1[C:8](=O)[C:9](OC)=[C:10](OC)[C:11]2=O.[C:22](=[O:25])([O-])[O-].[Na+].[Na+].[OH-:28].[K+].[C:30]1([SH:36])[CH:35]=[CH:34][CH:33]=[CH:32][CH:31]=1.[O:37]1[CH2:41]CCC1>Cl.C(OCC)(=O)C.O>[CH3:41][O:37][C:31]1[C:30](=[S:36])[C:35]2[C:34]([C:33](=[O:28])[C:32]=1[O:25][CH3:22])=[C:8]([C:7]1[CH:6]=[CH:15][CH:14]=[CH:13][CH:12]=1)[CH:9]=[CH:10][CH:11]=2 |f:0.1,3.4.5,6.7|. Procedure: Sodium nitrite (0.18 g) was added at 0°-5° C. to a stirred suspension of 5-amino-2,3-dimethoxy-1,4-naphthoquinone (233 mg, 1 mmol) in 0.6N hydrochloric acid (10 ml) and tetrahydrofuran (1 ml). The mixture was stirred at 5° C. for 10 minutes until a clear solution was obtained and was then neutralized by the addition of sodium carbonate. The ice cold solution was then slowly added to a vigorously stirred two-phase mixture in a nitrogen atmosphere at 50° C. composed of potassium hydroxide (0.16 g)...